This data is from the Open Reaction Database (ORD), a public repository of structured organic reaction records. The task is: describe an organic reaction: reactants, conditions, products, and yield The reactants are S(=O)(Cl)Cl (Thionyl chloride), C(CC)C1=C(OCCCOC=2C=C(C(C(=O)OCC)O)C=CC2)C=CC(=C1)C1CCCCC1 (ethyl 3-(3-(2-propyl-4-cyclohexylphenoxy) propoxy)mandelate), N1=CC=CC=C1 (pyridine). Procedure: Thionyl chloride (0.15 mL) was added to a solution of ethyl 4-(3-(2-propyl-4-cyclohexylphenoxy)propoxy) mandelate of Step C (0.71 g), pyridine (0.19 mL), and toluene (15 mL). The reaction mixture was stirred 6-7 h and then partitioned between ethyl acetate and water. The organic layer was washed twice with water, once with brine, dried over sodium sulfate, and filtered. The solvent was removed in vacuo and the resulting oil was used as such for the next step. Solvent: C1(=CC=CC=C1)C (toluene). Reaction SMILES: S(Cl)([Cl:3])=O.[CH2:5]([C:8]1[CH:31]=[C:30]([CH:32]2[CH2:37][CH2:36][CH2:35][CH2:34][CH2:33]2)[CH:29]=[CH:28][C:9]=1[O:10][CH2:11][CH2:12][CH2:13][O:14][C:15]1[CH:16]=[C:17]([CH:25]=[CH:26][CH:27]=1)[CH:18](O)[C:19]([O:21][CH2:22][CH3:23])=[O:20])[CH2:6][CH3:7].N1C=CC=CC=1>C1(C)C=CC=CC=1>[Cl:3][CH:18]([C:17]1[CH:25]=[CH:26][CH:27]=[C:15]([O:14][CH2:13][CH2:12][CH2:11][O:10][C:9]2[CH:28]=[CH:29][C:30]([CH:32]3[CH2:37][CH2:36][CH2:35][CH2:34][CH2:33]3)=[CH:31][C:8]=2[CH2:5][CH2:6][CH3:7])[CH:16]=1)[C:19]([O:21][CH2:22][CH3:23])=[O:20]. Conditions: time 6.5 hour. Product: ClC(C(=O)OCC)C1=CC(=CC=C1)OCCCOC1=C(C=C(C=C1)C1CCCCC1)CCC (ethyl α-chloro-3-(3-(2-propyl-4-cyclohexylphenoxy) propoxy)phenylacetate). Run in C1=CC=CC=C1 (benzene). RXN SMILES: [CH3:1][O:2][C:3]1[CH:12]=[C:11]2[CH:6]([CH2:7][CH2:8][C:9](=O)[CH2:10]2)[CH2:5][CH:4]=1.[CH2:14]([NH:17][CH2:18][CH2:19][CH3:20])[CH2:15][CH3:16].C1(C)C=CC(S(O)(=O)=O)=CC=1.O>C1C=CC=CC=1>[CH2:14]([N:17]([CH2:18][CH2:19][CH3:20])[CH:9]1[CH2:8][CH2:7][C:6]2[C:11](=[CH:12][C:3]([O:2][CH3:1])=[CH:4][CH:5]=2)[CH2:10]1)[CH2:15][CH3:16]. Starting materials: O (water), COC1=CCC2CCC(CC2=C1)=O (7-methoxytetrahydronaphthalen-2-one), C(CC)NCCC (dipropylamine), C1(=CC=C(C=C1)S(=O)(=O)O)C (para-toluenesulphonic acid). Procedure: A mixture of 20 g of 7-methoxytetrahydronaphthalen-2-one and 20 ml of dipropylamine in 200 ml of benzene is heated under reflux for 15 hours with 500 mg of para-toluenesulphonic acid, the water of condensation being distilled off. Product: C(CC)N(C1CC2=CC(=CC=C2CC1)OC)CCC (2-Dipropylamino-7-methoxy-1,2,3,4-tetrahydronaphthalene). Reactants: C(C)(C)(C)OC(NC1=C(C=C(C=C1)C(C)C)NC(CC(=O)C1=CC(=CC=C1)N1C(=NC=C1)C)=O)=O ((4-isopropyl-2-{3-[3-(2-methyl-imidazol-1-yl)-phenyl]-3-oxo-propionylamino}-phenyl)-carbamic acid tert.-butyl ester), C(=O)(C(F)(F)F)O (TFA). Solvent: C(Cl)Cl (CH2Cl2). Product: C(C)(C)C=1C=CC2=C(NC(CC(=N2)C2=CC(=CC=C2)N2C(=NC=C2)C)=O)C1 (8-Isopropyl-4-[3-(2-methyl-imidazol-1-yl)-phenyl]-1,3-dihydro-benzo[b][1,4]diazepin-2-one). RXN SMILES: C(OC(=O)[NH:7][C:8]1[CH:13]=[CH:12][C:11]([CH:14]([CH3:16])[CH3:15])=[CH:10][C:9]=1[NH:17][C:18](=[O:34])[CH2:19][C:20]([C:22]1[CH:27]=[CH:26][CH:25]=[C:24]([N:28]2[CH:32]=[CH:31][N:30]=[C:29]2[CH3:33])[CH:23]=1)=O)(C)(C)C.C(O)(C(F)(F)F)=O>C(Cl)Cl>[CH:14]([C:11]1[CH:12]=[CH:13][C:8]2[N:7]=[C:20]([C:22]3[CH:27]=[CH:26][CH:25]=[C:24]([N:28]4[CH:32]=[CH:31][N:30]=[C:29]4[CH3:33])[CH:23]=3)[CH2:19][C:18](=[O:34])[NH:17][C:9]=2[CH:10]=1)([CH3:16])[CH3:15]. Procedure details: Prepared from (4-isopropyl-2-{3-[3-(2-methyl-imidazol-1-yl)-phenyl]-3-oxo-propionylamino}-phenyl)-carbamic acid tert.-butyl ester (Example K88) by treatment with TFA in CH2Cl2 according to the general procedure M. Obtained as a light brown solid (94 mg). The reactants are Clc1ccc(C(Cl)(Cl)Cl)cn1, [Zn]. Yields the product ClCc1ccc(Cl)nc1. Reaction SMILES: [Cl:1][c:2]1[n:3][cH:4][c:5]([C:8]([Cl:9])([Cl:10])[Cl:11])[cH:6][cH:7]1.[Zn:12]>>[Cl:1][c:2]1[n:3][cH:4][c:5]([CH2:8][Cl:9])[cH:6][cH:7]1. Reactants: O=C(O)c1cc(S(=O)(=O)Cl)cc2c1OCCO2, NC1CCCCC1, O. Reaction SMILES: [Cl:8][S:9](=[O:10])(=[O:11])[c:12]1[cH:13][c:14]([C:22](=[O:23])[OH:24])[c:15]2[c:16]([cH:21]1)[O:17][CH2:18][CH2:19][O:20]2.[NH2:1][CH:2]1[CH2:3][CH2:4][CH2:5][CH2:6][CH2:7]1.[OH2:25]>>[NH:1]([CH:2]1[CH2:3][CH2:4][CH2:5][CH2:6][CH2:7]1)[S:9](=[O:10])(=[O:11])[c:12]1[cH:13][c:14]([C:22](=[O:23])[OH:24])[c:15]2[c:16]([cH:21]1)[O:17][CH2:18][CH2:19][O:20]2. The product is O=C(O)c1cc(S(=O)(=O)NC2CCCCC2)cc2c1OCCO2. The reactants are FC(C(C(=O)O)=C)(F)F (α-trifluoromethylacrylic acid), NC(=O)N (urea), C1CCC(CC1)N=C=NC2CCCCC2 (DCC). The solvent is CN(C)C=O (DMF), CN(C)C=O (DMF). Conditions: temperature 90 celsius, time 5 hour. Yields the product FC(C1C(NC(NC1)=O)=O)(F)F (5-trifluoromethyl-5,6-dihydrouracil). Isolated yield 42.0%. As a reaction SMILES: [F:1][C:2]([F:9])([F:8])[C:3](=[CH2:7])[C:4](O)=[O:5].[NH2:10][C:11]([NH2:13])=[O:12].C1CCC(N=C=NC2CCCCC2)CC1>CN(C=O)C>[F:1][C:2]([F:9])([F:8])[CH:3]1[CH2:7][NH:13][C:11](=[O:12])[NH:10][C:4]1=[O:5]. Procedure: A mixture of α-trifluoromethylacrylic acid (700 mg; 5.0 mmoles) and urea (318 mg; 5.3 mmoles) in DMF (5 ml) was heated at 90° C. with stirring for 5 hours. After cooling to 0° C., a solution of DCC (1.09 g; 5.3 mmoles) in DMF (3 ml) was added dropwise. The mixture was stirred for 1 hour, and the precipitated solid was filtered off and washed with ethyl acetate. The solvents were evaporated under reduced pressure from the combined filtrates. The residue was purified by a column chromatography on ... Product: CCOC(=O)C=Cc1ccc(Cc2ccccc2OCc2ccccc2)cc1. RXN SMILES: [CH2:21]([c:22]1[cH:23][cH:24][cH:25][cH:26][cH:27]1)[O:28][c:29]1[c:30]([CH2:31][c:32]2[cH:33][cH:34][c:35]([CH:36]=[O:37])[cH:38][cH:39]2)[cH:40][cH:41][cH:42][cH:43]1.[CH3:15][C:16]([CH3:17])([O-:18])[CH3:19].[CH3:1][CH2:2][O:3][C:4](=[O:5])[CH2:6][P:7]([O:8][CH2:9][CH3:10])([O:11][CH2:12][CH3:13])=[O:14].[ClH:44].[K+:20].[O:45]1[CH2:46][CH2:47][CH2:48][CH2:49]1>>[CH3:1][CH2:2][O:3][C:4](=[O:5])[CH:6]=[CH:36][c:35]1[cH:34][cH:33][c:32]([CH2:31][c:30]2[c:29]([O:28][CH2:21][c:22]3[cH:23][cH:24][cH:25][cH:26][cH:27]3)[cH:43][cH:42][cH:41][cH:40]2)[cH:39][cH:38]1. Starting materials: O=Cc1ccc(Cc2ccccc2OCc2ccccc2)cc1, CC(C)(C)[O-], CCOC(=O)CP(=O)(OCC)OCC, Cl, [K+], C1CCOC1. The reactants are CCCCCc1cnc(-c2ccc(-c3ccc(Br)cc3)cc2)nc1, CN(C)C=O, N#C[Cu], NCCN. The product is CCCCCc1cnc(-c2ccc(-c3ccc(C#N)cc3)cc2)nc1. RXN SMILES: [CH2:1]([CH2:2][CH2:3][CH2:4][CH3:5])[c:6]1[cH:7][n:8][c:9](-[c:12]2[cH:13][cH:14][c:15](-[c:18]3[cH:19][cH:20][c:21]([Br:24])[cH:22][cH:23]3)[cH:16][cH:17]2)[n:10][cH:11]1.[CH3:32][N:33]([CH3:34])[CH:35]=[O:36].[Cu:25][C:26]#[N:27].[NH2:28][CH2:29][CH2:30][NH2:31]>>[CH2:1]([CH2:2][CH2:3][CH2:4][CH3:5])[c:6]1[cH:7][n:8][c:9](-[c:12]2[cH:13][cH:14][c:15](-[c:18]3[cH:19][cH:20][c:21]([C:26]#[N:27])[cH:22][cH:23]3)[cH:16][cH:17]2)[n:10][cH:11]1. Reactants: NC1=C(C=C(C=C1)C=1SC=CC1)NC(C1=CC=C(C=C1)C#N)=O (N-(2-Amino-5-(thiophen-2-yl)phenyl)-4-cyanobenzamide), C(CN)N (ethylenediamine), C(=S)=S (carbon disulfide). Run in CN(C)C=O (DMF). Product: NC1=C(C=C(C=C1)C=1SC=CC1)NC(C1=CC=C(C=C1)C=1NCCN1)=O (N-(2-Amino-5-(thiophen-2-yl)phenyl)-4-(4,5-dihydro-1H-imidazol-2-yl)benzamide). Isolated yield 45.0%. As a reaction SMILES: [NH2:1][C:2]1[CH:7]=[CH:6][C:5]([C:8]2[S:9][CH:10]=[CH:11][CH:12]=2)=[CH:4][C:3]=1[NH:13][C:14](=[O:23])[C:15]1[CH:20]=[CH:19][C:18]([C:21]#[N:22])=[CH:17][CH:16]=1.[CH2:24](N)[CH2:25][NH2:26].C(=S)=S>CN(C=O)C>[NH2:1][C:2]1[CH:7]=[CH:6][C:5]([C:8]2[S:9][CH:10]=[CH:11][CH:12]=2)=[CH:4][C:3]=1[NH:13][C:14](=[O:23])[C:15]1[CH:20]=[CH:19][C:18]([C:21]2[NH:26][CH2:25][CH2:24][N:22]=2)=[CH:17][CH:16]=1. Reported procedure: N-(2-Amino-5-(thiophen-2-yl)phenyl)-4-cyanobenzamide 173 (30 mg, 0.1 mmol), ethylenediamine (0.126 mL, 1.9 mmol.) and carbon disulfide (catalyst) were stirred at 50° C. in DMF overnight. The reaction mixture was then evaporated to dryness, taken up in methanol and filtered to give the title compound 174 as a yellow solid (16.3 mg, 48%). 1H NMR: (DMSO) δ (ppm): 400 MHz, (DMSO) d (ppm): 9.78 (s, 1H), 8.02 (d, J=8.0 Hz, 2H), 7.92 (d, J=8.0 Hz, 2H), 7.45 (s, 1H), 7.33 (d, J=5.1 Hz, 1H), 7.28 (d, J=8...